Task: describe an organic reaction: reactants, conditions, products, and yield. Dataset: the Open Reaction Database (ORD), a public repository of structured organic reaction records Starting materials: C(=O)(OC(C)(C)C)N1C[C@H]([C@@H](C1)C(=O)N1[C@@H](C[C@@H](C1)N(C(=O)[C@H]1OCCC1)C1CCC(CC1)(C)C)C(=O)N1CCN(CC1)C)C1=CC=C(C=C1)Cl (1-BOC-(3R,4S)-3-(4-chlorophenyl)-4-({(2S,4S)-4-{(4,4-dimethylcyclohexyl)[(2S)-tetrahydrofuran-2-ylcarbonyl]amino}-2-[(4-methylpiperazin-1-yl)carbonyl]pyrrolidin-1-yl}carbonyl)pyrrolidine), Cl (HCl). The solvent is C(Cl)Cl (DCM). Run at time 1 hour. Yields the product ClC1=CC=C(C=C1)[C@H]1[C@@H](CNC1)C(=O)N1C[C@H](C[C@H]1C(=O)N1CCN(CC1)C)N(C(=O)[C@H]1OCCC1)C1CCC(CC1)(C)C ((2S)—N-{(3S,5S)-1-{[(3S,4R)-4-(4-chlorophenyl)pyrrolidin-3-yl]carbonyl}-5-[(4-methylpiperazin-1-yl)carbonyl]pyrrolidin-3-yl}-N-(4,4-dimethylcyclohexyl)tetrahydrofuran-2-carboxamide). Yield: 99.2%. RXN SMILES: C([N:8]1[CH2:12][C@@H:11]([C:13]([N:15]2[CH2:19][C@@H:18]([N:20]([CH:28]3[CH2:33][CH2:32][C:31]([CH3:35])([CH3:34])[CH2:30][CH2:29]3)[C:21]([C@@H:23]3[CH2:27][CH2:26][CH2:25][O:24]3)=[O:22])[CH2:17][C@H:16]2[C:36]([N:38]2[CH2:43][CH2:42][N:41]([CH3:44])[CH2:40][CH2:39]2)=[O:37])=[O:14])[C@H:10]([C:45]2[CH:50]=[CH:49][C:48]([Cl:51])=[CH:47][CH:46]=2)[CH2:9]1)(OC(C)(C)C)=O.Cl>C(Cl)Cl>[Cl:51][C:48]1[CH:47]=[CH:46][C:45]([C@@H:10]2[CH2:9][NH:8][CH2:12][C@H:11]2[C:13]([N:15]2[C@H:16]([C:36]([N:38]3[CH2:39][CH2:40][N:41]([CH3:44])[CH2:42][CH2:43]3)=[O:37])[CH2:17][C@H:18]([N:20]([CH:28]3[CH2:33][CH2:32][C:31]([CH3:35])([CH3:34])[CH2:30][CH2:29]3)[C:21]([C@@H:23]3[CH2:27][CH2:26][CH2:25][O:24]3)=[O:22])[CH2:19]2)=[O:14])=[CH:50][CH:49]=1. Procedure: 1-BOC-(3R,4S)-3-(4-chlorophenyl)-4-({(2S,4S)-4-{(4,4-dimethylcyclohexyl)[(2S)-tetrahydrofuran-2-ylcarbonyl]amino}-2-[(4-methylpiperazin-1-yl)carbonyl]pyrrolidin-1-yl}carbonyl)pyrrolidine (1.33 g, 1.83 mmol) obtained in Step A was dissolved in DCM (1 mL) and 4M HCl (1 mL) was added dropwise thereto. The reaction solution was stirred for 1 hour at room temperature and concentrated in vacuo to give the title compound (1.14 g, 99.8%).